From a dataset of the Open Reaction Database (ORD), a public repository of structured organic reaction records. describe an organic reaction: reactants, conditions, products, and yield Run at temperature -78 celsius, time 1 hour. Reported procedure: To a cooled solution of 3-tert-butyl 4-methyl (4R)-2,2-dimethyl-1,3-oxazolidine-3,4-dicarboxylate (16.5 g, 63.6 mmol) in dry dichloromethane (300 mL) at −78° C., was added a cooled solution of 1.0 M diisobutylaluminium hydride in hexane (127.6 mL, 127.2 mmol) under argon. The rate of addition was adjusted so as to keep the internal temperature below −65° C. and take about 1 hour to complete. The reaction mixture was stirred for an additional 2 hours at −78° C. under argon. The reaction was quenc... Yield: 68.6%. The solvent is ClCCl (dichloromethane). The product is C(=O)[C@@H]1N(C(OC1)(C)C)C(=O)OC(C)(C)C (tert-butyl (4R)-4-formyl-2,2-dimethyl-1,3-oxazolidine-3-carboxylate). Starting materials: CC1(OC[C@@H](N1C(=O)OC(C)(C)C)C(=O)OC)C (3-tert-butyl 4-methyl (4R)-2,2-dimethyl-1,3-oxazolidine-3,4-dicarboxylate), [H-].C(C(C)C)[Al+]CC(C)C (diisobutylaluminium hydride), CCCCCC (hexane). Reaction SMILES: [CH3:1][C:2]1([CH3:18])[N:6]([C:7]([O:9][C:10]([CH3:13])([CH3:12])[CH3:11])=[O:8])[C@@H:5]([C:14](OC)=[O:15])[CH2:4][O:3]1.[H-].C([Al+]CC(C)C)C(C)C.CCCCCC>ClCCl>[CH:14]([C@H:5]1[CH2:4][O:3][C:2]([CH3:18])([CH3:1])[N:6]1[C:7]([O:9][C:10]([CH3:13])([CH3:12])[CH3:11])=[O:8])=[O:15] |f:1.2|. Reactants: CCOC(=O)C(F)(F)F, NCC(O)CO, C1CCOC1. The product is O=C(NCC(O)CO)C(F)(F)F. RXN SMILES: [F:7][C:8]([C:9](=[O:10])[O:11][CH2:12][CH3:13])([F:14])[F:15].[NH2:1][CH2:2][CH:3]([CH2:4][OH:5])[OH:6].[O:16]1[CH2:17][CH2:18][CH2:19][CH2:20]1>>[NH:1]([CH2:2][CH:3]([CH2:4][OH:5])[OH:6])[C:9]([C:8]([F:7])([F:14])[F:15])=[O:10]. Starting materials: CC(C)C(CO)CC(O)C(CC1CCCCC1)NC(=O)OCc1ccccc1, CC(C)=O. The product is CC(C)C1CC(C(CC2CCCCC2)NC(=O)OCc2ccccc2)OC1=O. RXN SMILES: [CH2:1]([c:2]1[cH:3][cH:4][cH:5][cH:6][cH:7]1)[O:8][C:9](=[O:10])[NH:11][CH:12]([CH2:13][CH:14]1[CH2:15][CH2:16][CH2:17][CH2:18][CH2:19]1)[CH:20]([CH2:21][CH:22]([CH2:23][OH:24])[CH:25]([CH3:26])[CH3:27])[OH:28].[CH3:29][C:30](=[O:31])[CH3:32]>>[CH2:1]([c:2]1[cH:3][cH:4][cH:5][cH:6][cH:7]1)[O:8][C:9](=[O:10])[NH:11][CH:12]([CH2:13][CH:14]1[CH2:15][CH2:16][CH2:17][CH2:18][CH2:19]1)[CH:20]1[CH2:21][CH:22]([CH:25]([CH3:26])[CH3:27])[C:23](=[O:24])[O:28]1. Reactants: [H-].[Na+] (sodium hydride), [Na+].[Cl-] (NaCl), C1(=CC=CC=C1)COC=1C=C(C=NC1)O (5-(phenylmethoxy)pyridine-3-ol), ClCCCI (1-chloro-3-iodopropane). The solvent is CN(C=O)C (DMF), O (Water), CN(C=O)C (N,N-dimethylformamide). Yields the product ClCCCOC=1C=C(C=NC1)OCC1=CC=CC=C1 (5-(3-Chloropropoxy)-3-(phenylmethoxy)pyridine). As a reaction SMILES: [C:1]1([CH2:7][O:8][C:9]2[CH:10]=[C:11]([OH:15])[CH:12]=[N:13][CH:14]=2)[CH:6]=[CH:5][CH:4]=[CH:3][CH:2]=1.[H-].[Na+].[Cl:18][CH2:19][CH2:20][CH2:21]I.[Na+].[Cl-]>CN(C)C=O.O>[Cl:18][CH2:19][CH2:20][CH2:21][O:15][C:11]1[CH:10]=[C:9]([O:8][CH2:7][C:1]2[CH:2]=[CH:3][CH:4]=[CH:5][CH:6]=2)[CH:14]=[N:13][CH:12]=1 |f:1.2,4.5|. Reported procedure: Under a nitrogen atmosphere, a solution of 5-(phenylmethoxy)pyridine-3-ol (1.52 g, 7.56 mmol) in N,N-dimethylformamide (DMF) (10 mL) was added drop-wise over 5 min to a cold (0-5° C.), stirring slurry of sodium hydride (0.238 g of an 80% dispersion in mineral oil, 7.94 mmol) in DMF (15 mL). The mixture was allowed to stir and warm to ambient temperature over 1 h. Next, 1-chloro-3-iodopropane (1.85 g, 9.07 mmol) was added drop-wise over 5 min. The resulting dark-brown mixture was stirred at ambie... The product is CS(=O)(=O)NC1=C(C(=O)O)C=CC(=C1)S(=O)(=O)C (2-methylsulphonylamino-4-methylsulphonylbenzoic acid). Reported procedure: A suspension of methyl 2-[N,N-bis(methylsulphonyl)amino]-4-methylsulphonylbenzoate (22.9 g) and lithium hydroxide monohydrate (7.5 g) in aqueous methanol (50%) was stirred at room temperature for 18 hours. The resulting solution was acidified with concentrated hydrochloric add and extracted with ethyl acetate. The combined organic extracts were dried (magnesium sulphate), filtered and evaporated to yield 2-methylsulphonylamino-4-methylsulphonylbenzoic acid as a beige solid, NMR (acetone d6); 3.1... RXN SMILES: [CH3:1][S:2]([N:5]([C:10]1[CH:19]=[C:18]([S:20]([CH3:23])(=[O:22])=[O:21])[CH:17]=[CH:16][C:11]=1[C:12]([O:14]C)=[O:13])S(C)(=O)=O)(=[O:4])=[O:3].O.[OH-].[Li+]>CO>[CH3:1][S:2]([NH:5][C:10]1[CH:19]=[C:18]([S:20]([CH3:23])(=[O:22])=[O:21])[CH:17]=[CH:16][C:11]=1[C:12]([OH:14])=[O:13])(=[O:3])=[O:4] |f:1.2.3|. Run at time 18 hour. Starting materials: CS(=O)(=O)N(S(=O)(=O)C)C1=C(C(=O)OC)C=CC(=C1)S(=O)(=O)C (methyl 2-[N,N-bis(methylsulphonyl)amino]-4-methylsulphonylbenzoate), O.[OH-].[Li+] (lithium hydroxide monohydrate). Run in CO (methanol). Starting materials: CCCCCBr, COc1ccc(C=O)cc1OCCc1ccccc1, CCOC(=O)CP(=O)(OCC)OCC, COCCOC, CCOC(C)=O, [H-], [Na+], O. Product: CCCCCC(=Cc1ccc(OC)c(OCCc2ccccc2)c1)C(=O)OCC. As a reaction SMILES: [CH2:17]([CH2:18][CH2:19][CH2:20][CH3:21])[Br:22].[CH3:23][O:24][c:25]1[c:26]([O:33][CH2:34][CH2:35][c:36]2[cH:37][cH:38][cH:39][cH:40][cH:41]2)[cH:27][c:28]([CH:29]=[O:30])[cH:31][cH:32]1.[CH3:3][CH2:4][O:5][C:6](=[O:7])[CH2:8][P:9]([O:10][CH2:11][CH3:12])([O:13][CH2:14][CH3:15])=[O:16].[CH3:42][O:43][CH2:44][CH2:45][O:46][CH3:47].[CH3:49][CH2:50][O:51][C:52](=[O:53])[CH3:54].[H-:1].[Na+:2].[OH2:48]>>[CH3:3][CH2:4][O:5][C:6](=[O:7])[C:8]([CH2:17][CH2:18][CH2:19][CH2:20][CH3:21])=[CH:29][c:28]1[cH:27][c:26]([O:33][CH2:34][CH2:35][c:36]2[cH:37][cH:38][cH:39][cH:40][cH:41]2)[c:25]([O:24][CH3:23])[cH:32][cH:31]1.